Dataset: the Open Reaction Database (ORD), a public repository of structured organic reaction records. Task: describe an organic reaction: reactants, conditions, products, and yield The reactants are BrCC(=O)C1=CC(=C(C=C1)OCC1=CC=CC=C1)COC (2-bromo-1-[3-(methoxymethyl)-4-(phenylmethoxy)phenyl]ethanone), PtO-C, COC1=CC=C(C=C1)CCOCCCCCCNCC1=CC=CC=C1 (N-[6-[2-(4-methoxyphenyl)ethoxy]hexyl]benzenemethanamine), PdO-C. Solvent: C1CCOC1 (THF), C(C)O (ethanol). Run at time 20 hour. Product: OC1=C(C=C(C=C1)C(O)CNCCCCCCOCCC1=CC=C(C=C1)OC)COC (4-Hydroxy-3-(methoxymethyl)-α-[ [[6-[2-(4-methoxyphenyl)ethoxy]hexyl]amino]methyl]benzenemethanol). Isolated yield 48.1%. RXN SMILES: Br[CH2:2][C:3]([C:5]1[CH:10]=[CH:9][C:8]([O:11]CC2C=CC=CC=2)=[C:7]([CH2:19][O:20][CH3:21])[CH:6]=1)=[O:4].[CH3:22][O:23][C:24]1[CH:29]=[CH:28][C:27]([CH2:30][CH2:31][O:32][CH2:33][CH2:34][CH2:35][CH2:36][CH2:37][CH2:38][NH:39]CC2C=CC=CC=2)=[CH:26][CH:25]=1>C1COCC1.C(O)C>[OH:11][C:8]1[CH:9]=[CH:10][C:5]([CH:3]([CH2:2][NH:39][CH2:38][CH2:37][CH2:36][CH2:35][CH2:34][CH2:33][O:32][CH2:31][CH2:30][C:27]2[CH:26]=[CH:25][C:24]([O:23][CH3:22])=[CH:29][CH:28]=2)[OH:4])=[CH:6][C:7]=1[CH2:19][O:20][CH3:21]. Reported procedure: A solution of 2-bromo-1-[3-(methoxymethyl)-4-(phenylmethoxy)phenyl]ethanone (1.38 g), N-[6-[2-(4-methoxyphenyl)ethoxy]hexyl]benzenemethanamine (1.35 g) and DEA (1.02 g) in THF (21 ml) was allowed to stand under nitrogen for 20 h. The mixture was filtered and the filtrate evaporated in vacuo to give an oil, a solution of which in ethanol (35 ml) was hydrogenated over pre-reduced 10% PdO-C (50% aqueous, 500 mg) and 5% PtO-C (400 mg). The mixture was filtered through hyflo and evaporated in vacuo t... Reactants: Cc1ccc2c(n1)COC2=O, C1COCCO1, O=[Se]=O. The product is O=Cc1ccc2c(n1)COC2=O. As a reaction SMILES: [CH3:1][c:2]1[cH:3][cH:4][c:5]2[c:6]([n:7]1)[CH2:8][O:9][C:10]2=[O:11].[O:15]1[CH2:16][CH2:17][O:18][CH2:19][CH2:20]1.[Se:12](=[O:13])=[O:14]>>[CH:1]([c:2]1[cH:3][cH:4][c:5]2[c:6]([n:7]1)[CH2:8][O:9][C:10]2=[O:11])=[O:13].